This data is from the Open Reaction Database (ORD), a public repository of structured organic reaction records. The task is: describe an organic reaction: reactants, conditions, products, and yield The product is Cc1c(C)c(-c2ccc3c(c2)C(C)(C)OC(=O)N3)n(C)c1C#N. The reactants are Cc1c(Br)c(C#N)n(C)c1-c1ccc2c(c1)C(C)(C)OC(=O)N2, C[Sn](C)(C)C, CN(C)P(=O)(N(C)C)N(C)C, O. As a reaction SMILES: [CH3:1][C:2]1([CH3:23])[O:3][C:4](=[O:22])[NH:5][c:6]2[c:7]1[cH:8][c:9](-[c:12]1[c:13]([CH3:21])[c:14]([Br:20])[c:15]([C:18]#[N:19])[n:16]1[CH3:17])[cH:10][cH:11]2.[CH3:24][Sn:25]([CH3:26])([CH3:27])[CH3:28].[CH3:30][N:31]([CH3:32])[P:33]([N:34]([CH3:35])[CH3:36])([N:37]([CH3:38])[CH3:39])=[O:40].[OH2:29]>>[CH3:1][C:2]1([CH3:23])[O:3][C:4](=[O:22])[NH:5][c:6]2[c:7]1[cH:8][c:9](-[c:12]1[c:13]([CH3:21])[c:14]([CH3:24])[c:15]([C:18]#[N:19])[n:16]1[CH3:17])[cH:10][cH:11]2. Reactants: CC(C)(C)OC(=O)N1CCCCC1C(=O)O, CS(=O)(=O)Nc1ccccc1N1CCN(C(=O)C(N)Cc2ccc(Cl)cc2)CC1. Yields the product CC(C)(C)OC(=O)N1CCCCC1C(=O)NC(Cc1ccc(Cl)cc1)C(=O)N1CCN(c2ccccc2NS(C)(=O)=O)CC1. As a reaction SMILES: [C:1]([CH3:2])([CH3:3])([CH3:4])[O:5][C:6](=[O:7])[N:8]1[CH:9]([C:14](=[O:15])[OH:16])[CH2:10][CH2:11][CH2:12][CH2:13]1.[NH2:17][CH:18]([C:19](=[O:20])[N:21]1[CH2:22][CH2:23][N:24]([c:27]2[c:28]([NH:33][S:34](=[O:35])(=[O:36])[CH3:37])[cH:29][cH:30][cH:31][cH:32]2)[CH2:25][CH2:26]1)[CH2:38][c:39]1[cH:40][cH:41][c:42]([Cl:45])[cH:43][cH:44]1>>[C:1]([CH3:2])([CH3:3])([CH3:4])[O:5][C:6](=[O:7])[N:8]1[CH:9]([C:14](=[O:16])[NH:17][CH:18]([C:19](=[O:20])[N:21]2[CH2:22][CH2:23][N:24]([c:27]3[c:28]([NH:33][S:34](=[O:35])(=[O:36])[CH3:37])[cH:29][cH:30][cH:31][cH:32]3)[CH2:25][CH2:26]2)[CH2:38][c:39]2[cH:40][cH:41][c:42]([Cl:45])[cH:43][cH:44]2)[CH2:10][CH2:11][CH2:12][CH2:13]1. Reaction SMILES: [OH-:1].[Na+].[C:3]([O:7][C:8]([C:10]1[CH:15]=[CH:14][CH:13]=[CH:12][C:11]=1[C:16]1[CH:21]=[CH:20][C:19]([CH2:22][N:23]2[C:27]([C:28]#[N:29])=[C:26]([CH:30]([OH:34])[CH2:31][CH2:32][CH3:33])[N:25]=[C:24]2[CH2:35][CH2:36][CH2:37][CH3:38])=[CH:18][CH:17]=1)=[O:9])([CH3:6])([CH3:5])[CH3:4]>C(O)C>[C:3]([O:7][C:8]([C:10]1[CH:15]=[CH:14][CH:13]=[CH:12][C:11]=1[C:16]1[CH:21]=[CH:20][C:19]([CH2:22][N:23]2[C:27]([C:28]([NH2:29])=[O:1])=[C:26]([CH:30]([OH:34])[CH2:31][CH2:32][CH3:33])[N:25]=[C:24]2[CH2:35][CH2:36][CH2:37][CH3:38])=[CH:18][CH:17]=1)=[O:9])([CH3:6])([CH3:5])[CH3:4] |f:0.1|. Procedure: 14 ml of a 1N aqueous solution of sodium hydroxide were added to a solution of 0.86 g of 1-[(2'-t-butoxycarbonylbiphenyl-4-yl)methyl]-2-butyl-4-(1-hydroxybutyl)imidazole-5-carbonitrile [prepared as described in step (b) above] in 14 ml of ethanol, and the resulting mixture was heated under reflux for 10 hours. At the end of this time, the reaction mixture was worked up in a similar manner to that described in Example 45(c) to afford 0.58 g of the title compound as an amorphous solid. Reactants: aqueous solution, [OH-].[Na+] (sodium hydroxide), C(C)(C)(C)OC(=O)C1=C(C=CC=C1)C1=CC=C(C=C1)CN1C(=NC(=C1C#N)C(CCC)O)CCCC (1-[(2'-t-butoxycarbonylbiphenyl-4-yl)methyl]-2-butyl-4-(1-hydroxybutyl)imidazole-5-carbonitrile). Yields the product C(C)(C)(C)OC(=O)C1=C(C=CC=C1)C1=CC=C(C=C1)CN1C(=NC(=C1C(=O)N)C(CCC)O)CCCC (1-[(2'-t-Butoxycarbonylbiphenyl-4-yl)methyl]-2-butyl-4-(1-hydroxybutyl)imidazole-5-carboxamide). The solvent is C(C)O (ethanol). The reactants are Cl (HCl), C1(C=2C(C(=O)O1)=CC=CC2)=O (phthalic anhydride), C1(=CC=CC=C1)OC (anisole), [Cl-].[Al+3].[Cl-].[Cl-] (aluminum chloride). Run in C1=CC=CC=C1 (benzene). Run at time 5 day. Product: COC1=CC=C(C(=O)C2=C(C(=O)O)C=CC=C2)C=C1 (2-(4-Methoxybenzoyl)benzoic acid). The yield is 80.0%. RXN SMILES: [C:1]1(=[O:11])[O:6][C:4](=[O:5])[C:3]2=[CH:7][CH:8]=[CH:9][CH:10]=[C:2]12.[C:12]1([O:18][CH3:19])[CH:17]=[CH:16][CH:15]=[CH:14][CH:13]=1.[Cl-].[Al+3].[Cl-].[Cl-].Cl>C1C=CC=CC=1>[CH3:19][O:18][C:12]1[CH:17]=[CH:16][C:15]([C:4]([C:3]2[CH:7]=[CH:8][CH:9]=[CH:10][C:2]=2[C:1]([OH:6])=[O:11])=[O:5])=[CH:14][CH:13]=1 |f:2.3.4.5|. Reported procedure: A mixture of 57 g (0.4 mole) of phthalic anhydride and 43 mL (0.4 mole) of anisole in 400 mL of benzene was treated with 105 g (0.8 mole) of aluminum chloride at 5°. The reaction was kept for five days at 5°, poured into 600 mL of 2N aqueous HCl and ice and filtered. The residue was triturated in aqueous sodium carbonate and filtered repeatedly until the solid no longer contained product. The sodium carbonate extracts were combined, washed with ether, and acidified with 2N aqueous HCl. The produ... Starting materials: NCCCN1CCCC1, CC(Oc1nc(-c2ccc(C(=O)O)cc2)cnc1N)c1c(F)ccc(F)c1Cl. RXN SMILES: [N:29]1([CH2:34][CH2:35][CH2:36][NH2:37])[CH2:30][CH2:31][CH2:32][CH2:33]1.[NH2:1][c:2]1[n:3][cH:4][c:5](-[c:20]2[cH:21][cH:22][c:23]([C:24](=[O:25])[OH:26])[cH:27][cH:28]2)[n:6][c:7]1[O:8][CH:9]([CH3:10])[c:11]1[c:12]([Cl:19])[c:13]([F:18])[cH:14][cH:15][c:16]1[F:17]>>[NH2:1][c:2]1[n:3][cH:4][c:5](-[c:20]2[cH:21][cH:22][c:23]([C:24](=[O:26])[NH:37][CH2:36][CH2:35][CH2:34][N:29]3[CH2:30][CH2:31][CH2:32][CH2:33]3)[cH:27][cH:28]2)[n:6][c:7]1[O:8][CH:9]([CH3:10])[c:11]1[c:12]([Cl:19])[c:13]([F:18])[cH:14][cH:15][c:16]1[F:17]. Yields the product CC(Oc1nc(-c2ccc(C(=O)NCCCN3CCCC3)cc2)cnc1N)c1c(F)ccc(F)c1Cl. The reactants are C(C)(C)(C)O[C@H](C(=O)OCC)C1=C2N3CCC(OCCCCCC=4C=CC=CC4COCC4=NN2C(N=C1C)=C4)(CC3)C (ethyl (2S)-2-(tert-butoxy)-2-{4,25-dimethyl-11,24-dioxa-1,5,7,8-tetraazapentacyclo[23.2.2.16,9.02,7.013,18]triaconta-2,4,6(30),8,13(18),14,16-heptaen-3-yl}acetate), [OH-].[Na+] (NaOH), CCO (EtOH). Reaction SMILES: [C:1]([O:5][C@@H:6]([C:12]1[C:38]([CH3:39])=[N:37][C:36]2=[CH:40][C:33]3=[N:34][N:35]2[C:13]=1[N:14]1[CH2:42][CH2:41][C:17]([CH3:43])([O:18][CH2:19][CH2:20][CH2:21][CH2:22][CH2:23][C:24]2[CH:25]=[CH:26][CH:27]=[CH:28][C:29]=2[CH2:30][O:31][CH2:32]3)[CH2:16][CH2:15]1)[C:7]([O:9]CC)=[O:8])([CH3:4])([CH3:3])[CH3:2].[OH-].[Na+].[CH3:46]CO>>[C:1]([O:5][C@@H:6]([C:12]1[C:38]([CH3:39])=[N:37][C:36]2=[CH:40][C:33]3=[N:34][N:35]2[C:13]=1[N:14]1[CH2:15][CH2:16][C:17]([CH3:43])([O:18][CH2:19][CH2:20][CH2:46][CH2:21][CH2:22][CH2:23][C:24]2[CH:25]=[CH:26][CH:27]=[CH:28][C:29]=2[CH2:30][O:31][CH2:32]3)[CH2:41][CH2:42]1)[C:7]([OH:9])=[O:8])([CH3:3])([CH3:2])[CH3:4] |f:1.2|. Yield: 59.6%. Procedure details: A mixture of ethyl (2S)-2-(tert-butoxy)-2-{4,25-dimethyl-11,24-dioxa-1,5,7,8-tetraazapentacyclo[23.2.2.16,9.02,7.013,18]triaconta-2,4,6(30),8,13(18),14,16-heptaen-3-yl}acetate (37 mg, 0.062 mmol) and NaOH (0.312 mL, 0.312 mmol) in EtOH (2 mL) was refluxed for 2 h. It was then filtered and purified by preparative HPLC to obtain (2S)-2-(tert-butoxy)-2-{4,26-dimethyl-11,25-dioxa-1,5,7,8-tetraazapentacyclo[24.2.2.16,9.02,7.013,18]hentriaconta-2,4,6(31),8,13(18),14,16-heptaen-3-yl}acetic acid (21 mg,... Yields the product C(C)(C)(C)O[C@H](C(=O)O)C1=C2N3CCC(OCCCCCCC=4C=CC=CC4COCC4=NN2C(N=C1C)=C4)(CC3)C ((2S)-2-(tert-butoxy)-2-{4,26-dimethyl-11,25-dioxa-1,5,7,8-tetraazapentacyclo[24.2.2.16,9.02,7.013,18]hentriaconta-2,4,6(31),8,13(18),14,16-heptaen-3-yl}acetic acid). Starting materials: C(C)(C)(C)OC(=O)N1CCC(CC1)N1CC(CC1)(F)F (4-(3,3-difluoro-pyrrolidin-1-yl)-piperidine-1-carboxylic acid tert-butyl ester), Cl (HCl). Solvent: O1CCOCC1 (1,4-dioxane). Reaction conditions: time 1 hour. Yields the product Cl.FC1(CN(CC1)C1CCNCC1)F (4-(3,3-Difluoro-pyrrolidin-1-yl)piperidine hydrochloride). RXN SMILES: C(OC([N:8]1[CH2:13][CH2:12][CH:11]([N:14]2[CH2:18][CH2:17][C:16]([F:20])([F:19])[CH2:15]2)[CH2:10][CH2:9]1)=O)(C)(C)C.[ClH:21]>O1CCOCC1>[ClH:21].[F:20][C:16]1([F:19])[CH2:17][CH2:18][N:14]([CH:11]2[CH2:10][CH2:9][NH:8][CH2:13][CH2:12]2)[CH2:15]1 |f:3.4|. Reported procedure: 4-(3,3-difluoro-pyrrolidin-1-yl)-piperidine-1-carboxylic acid tert-butyl ester (1.77 mmol) is treated with 4N HCl in 1,4-dioxane (6 mL) and stirred at room temperature for 1 h. The reaction mixture is concentrated in vacuo and the resulting residue is used for the next step without further purification.